Dataset: the Open Reaction Database (ORD), a public repository of structured organic reaction records. Task: describe an organic reaction: reactants, conditions, products, and yield Reactants: Cl (HCl), CC(C)=C (isobutylene), OS(=O)(=O)O (H2SO4), C1(CCCC1)C1=C(C[C@H](N)C(=O)O)C=CC=C1 (2-cyclopentyl-L-phenylalanine), Cl (HCl). The solvent is O1CCOCC1 (1,4-dioxane), CCOCC (ether). The product is C1(CCCC1)C1=C(C[C@H](N)C(=O)OC(C)(C)C)C=CC=C1 (tert-butyl 2-cyclopentyl-L-phenylalaninate). The yield is 100.0%. RXN SMILES: [CH:1]1([C:6]2[CH:17]=[CH:16][CH:15]=[CH:14][C:7]=2[CH2:8][C@@H:9]([C:11]([OH:13])=[O:12])[NH2:10])[CH2:5][CH2:4][CH2:3][CH2:2]1.Cl.[CH3:19][C:20](=[CH2:22])[CH3:21].OS(O)(=O)=O>O1CCOCC1.CCOCC>[CH:1]1([C:6]2[CH:17]=[CH:16][CH:15]=[CH:14][C:7]=2[CH2:8][C@@H:9]([C:11]([O:13][C:20]([CH3:22])([CH3:21])[CH3:19])=[O:12])[NH2:10])[CH2:2][CH2:3][CH2:4][CH2:5]1. Procedure details: According to example 54, 0.23 g of 2-cyclopentyl-L-phenylalanine.HCl was treated with 25 mL of isobutylene in 20 mL of 1,4-dioxane in the presence of 0.13 mL of conc. H2SO4. Work-up afforded a clear oil which was dissolved in 20 mL of ether. The solution was treated with 1 mL of 1 M ethereal HCl and concentrated in vacuo to dryness to afford 0.28 g (100%) of tert-butyl 2-cyclopentyl-L-phenylalaninate.HCl as a light yellow glass. Starting materials: C(C)(=O)N[C@@H]1[C@H](C=C(O[C@H]1C(N(CCC)CCC1=CC=C(C=C1)C1=CC=CC=C1)=O)C(=O)OC)O ((4S,5R,6R)-5-acetylamino-4-hydroxy-6-[(2-biphenyl-4-yl-ethyl)propylcarbamoyl]-5,6-dihydro-4H-pyran-2-carboxylic acid, methyl ester). The solvent is C(C)N(CC)CC (triethylamine). Run at temperature 50 celsius. Product: C(C)(=O)N[C@@H]1[C@H](C=C(O[C@H]1C(N(CCC)CCC1=CC=C(C=C1)C1=CC=CC=C1)=O)C(=O)O)O ((4S,5R,6R)-5-Acetylamino-4-hydroxy-6-[(2-biphenyl-4-yl-ethyl)propylcarbamoyl]-5,6-dihydro-4H-pyran-2-carboxylic acid), solid. As a reaction SMILES: [C:1]([NH:4][C@H:5]1[C@H:10]([C:11](=[O:30])[N:12]([CH2:16][CH2:17][C:18]2[CH:23]=[CH:22][C:21]([C:24]3[CH:29]=[CH:28][CH:27]=[CH:26][CH:25]=3)=[CH:20][CH:19]=2)[CH2:13][CH2:14][CH3:15])[O:9][C:8]([C:31]([O:33]C)=[O:32])=[CH:7][C@@H:6]1[OH:35])(=[O:3])[CH3:2]>C(N(CC)CC)C>[C:1]([NH:4][C@H:5]1[C@H:10]([C:11](=[O:30])[N:12]([CH2:16][CH2:17][C:18]2[CH:23]=[CH:22][C:21]([C:24]3[CH:25]=[CH:26][CH:27]=[CH:28][CH:29]=3)=[CH:20][CH:19]=2)[CH2:13][CH2:14][CH3:15])[O:9][C:8]([C:31]([OH:33])=[O:32])=[CH:7][C@@H:6]1[OH:35])(=[O:3])[CH3:2]. Procedure: A mixture of (4S,5R,6R)-5-acetylamino-4-hydroxy-6-[(2-biphenyl-4-yl-ethyl)propylcarbamoyl]-5,6-dihydro-4H-pyran-2-carboxylic acid, methyl ester (0.89 g) water (5 ml) and triethylamine (5 ml) was heated at 50° C. for 6 hours. The solvent was then removed in vacuo and the residue was co-evaporated with dioxane (×3) to afford the title compound as an off white solid (0.87 g). 1H NMR (250 MHz, D6 -DMSO rotamers) 7.96 (1H, d, J=8 Hz), 7.60 (4H, m), 7.45 (2H, m), 7.33 (3H, m), 5.72 (1H, m), 5.15 (1H, ...